Dataset: the Open Reaction Database (ORD), a public repository of structured organic reaction records. Task: describe an organic reaction: reactants, conditions, products, and yield Starting materials: C(C)NC1=C(C=C(C(=C1)OC)OC)[C@@H]1CC=2C=CC(=CC2CC1)OC(C(C)(C)C)=O (pivalic acid (S)-6-(2-ethylamino-4,5-dimethoxyphenyl)-5,6,7,8-tetrahydronaphthalen-2-yl ester), C(=O)C1=CC=C(C=C1)CC(=O)O ((4-formylphenyl)acetic acid). The product is C(=O)(O)CC1=CC=C(CCCNC2=C(C=C(C(=C2)OC)OC)[C@@H]2CC=3C=CC(=CC3CC2)OC(C(C)(C)C)=O)C=C1 (Pivalic acid (S)-6-{2-[(4-carboxymethylbenzyl)ethylamino]-4,5-dimethoxyphenyl}-5,6,7,8-tetrahydronaphthalen-2-yl ester). Yield: 98.5%. As a reaction SMILES: [CH2:1]([NH:3][C:4]1[CH:9]=[C:8]([O:10][CH3:11])[C:7]([O:12][CH3:13])=[CH:6][C:5]=1[C@H:14]1[CH2:23][CH2:22][C:21]2[CH:20]=[C:19]([O:24][C:25](=[O:30])[C:26]([CH3:29])([CH3:28])[CH3:27])[CH:18]=[CH:17][C:16]=2[CH2:15]1)[CH3:2].[CH:31]([C:33]1[CH:38]=[CH:37][C:36]([CH2:39][C:40]([OH:42])=[O:41])=[CH:35][CH:34]=1)=O>>[C:40]([CH2:39][C:36]1[CH:37]=[CH:38][C:33]([CH2:31][CH2:2][CH2:1][NH:3][C:4]2[CH:9]=[C:8]([O:10][CH3:11])[C:7]([O:12][CH3:13])=[CH:6][C:5]=2[C@H:14]2[CH2:23][CH2:22][C:21]3[CH:20]=[C:19]([O:24][C:25](=[O:30])[C:26]([CH3:29])([CH3:28])[CH3:27])[CH:18]=[CH:17][C:16]=3[CH2:15]2)=[CH:34][CH:35]=1)([OH:42])=[O:41]. Procedure details: Synthesized from pivalic acid (S)-6-(2-ethylamino-4,5-dimethoxyphenyl)-5,6,7,8-tetrahydronaphthalen-2-yl ester (59 mg) and (4-formylphenyl)acetic acid (72 mg) according to an analogous synthetic method to Example 212,the title compound (79 mg) was obtained. The reactants are C(COCCOCCOCCOCCOCCO)O (hexaethylene glycol), COC1(CC=C(C(C2=CC=CC=C2)(C2=CC=CC=C2)Cl)C=C1)OC (4,4-dimethoxytrityl chloride). Solvent: N1=CC=CC=C1 (pyridine), N1=CC=CC=C1 (pyridine). Conditions: time 5 hour. Product: COC1(CC=C(C(C2=CC=CC=C2)(C2=CC=CC=C2)C(COCCOCCOCCOCCOCCO)O)C=C1)OC (4,4-dimethoxytrityl-hexaethylene glycol). Isolated yield 89.1%. Reaction SMILES: [CH2:1]([OH:19])[CH2:2][O:3][CH2:4][CH2:5][O:6][CH2:7][CH2:8][O:9][CH2:10][CH2:11][O:12][CH2:13][CH2:14][O:15][CH2:16][CH2:17][OH:18].[CH3:20][O:21][C:22]1([O:42][CH3:43])[CH:41]=[CH:40][C:25]([C:26](Cl)([C:33]2[CH:38]=[CH:37][CH:36]=[CH:35][CH:34]=2)[C:27]2[CH:32]=[CH:31][CH:30]=[CH:29][CH:28]=2)=[CH:24][CH2:23]1>N1C=CC=CC=1>[CH3:43][O:42][C:22]1([O:21][CH3:20])[CH:23]=[CH:24][C:25]([C:26]([CH:17]([OH:18])[CH2:16][O:15][CH2:14][CH2:13][O:12][CH2:11][CH2:10][O:9][CH2:8][CH2:7][O:6][CH2:5][CH2:4][O:3][CH2:2][CH2:1][OH:19])([C:33]2[CH:34]=[CH:35][CH:36]=[CH:37][CH:38]=2)[C:27]2[CH:28]=[CH:29][CH:30]=[CH:31][CH:32]=2)=[CH:40][CH2:41]1. Reported procedure: To a solution of hexaethylene glycol (8.46 grams, 30 mmoles) in 250 ml dry pyridine, a solution of 4,4-dimethoxytrityl chloride (3.38 grams, 10 mmoles) in 50 ml dry pyridine was added dropwise at room temperature. The resulting solution was stirred at room temperature for additional 5 hours. The solvent was then evaporated to dryness, and the residue was extracted with 200 ml ethylacetate/200 ml 5% sodium bicarbonate solution, washed twice with water and twice with brine solution. The obtained o... The reactants are Cl.CN(CCCN=C=NCC)C (EDC), C(=O)(OC(C)(C)C)N[C@@H](C)C(=O)O (Boc Alanine), NCC(=O)OCC1=CC=CC=C1 (Gly-OBzl), C=1C=CC2=C(C1)N=NN2O (HOBT), CN1CCOCC1 (NMM). Run in C(Cl)Cl (DCM). Conditions: temperature 0 celsius, time 22 hour. Yields the product N([C@@H](C)C(=O)NCC(=O)OCC1=CC=CC=C1)C(=O)OC(C)(C)C (Boc-Ala-Gly-OBzl). RXN SMILES: Cl.CN(C)CCCN=C=NCC.[C:13]([NH:20][C@H:21]([C:23]([OH:25])=O)[CH3:22])([O:15][C:16]([CH3:19])([CH3:18])[CH3:17])=[O:14].[NH2:26][CH2:27][C:28]([O:30][CH2:31][C:32]1[CH:37]=[CH:36][CH:35]=[CH:34][CH:33]=1)=[O:29].C1C=CC2N(O)N=NC=2C=1.CN1CCOCC1>C(Cl)Cl>[NH:20]([C:13]([O:15][C:16]([CH3:17])([CH3:18])[CH3:19])=[O:14])[C@H:21]([C:23]([NH:26][CH2:27][C:28]([O:30][CH2:31][C:32]1[CH:37]=[CH:36][CH:35]=[CH:34][CH:33]=1)=[O:29])=[O:25])[CH3:22] |f:0.1|. Procedure details: One equivalent of EDC [1-(3-dimethylaminopropyl)3-ethylcarbodiimide.hydrochloride] (1 g, 5.3 mmol, Aldrich) is added into a cold stirred solution of 1 g (5.3 mmol) Boc Alanine (Sigma), 1.07 g of (5.3 mmol) of Gly-OBzl (Sigma), 0.71 g of HOBT (Aldrich), and 0.5 ml of NMM in 50 ml DCM. The reaction mixture is stirred at 0° C. for 3 h and at ambient temperature for 22 h. The precipitate is filtered out and the filtrate is diluted with 100 ml of ethyl acetate. The organic layer is washed with 10% aq... Procedure details: A solution of 3.0 g. of tert-butyl ethyl 4-[13-(4-chlorophenyl)tridec-12-ynylamino]benzoylmalonate 10 ml. of trifluoroacetic acid is warmed with stirring for 3 hours. The solution is poured onto ice and neutralized with potassium hydroxide. The resulting precipitate is collected by filtration, washed with water and dried. Recrystallization from chloroform affords ethyl 4-[13-(4-chlorophenyl)tridec-12-ynylamino]benzoylacetate. Yields the product ClC1=CC=C(C=C1)C#CCCCCCCCCCCCNC1=CC=C(C(=O)CC(=O)OCC)C=C1 (ethyl 4-[13-(4-chlorophenyl)tridec-12-ynylamino]benzoylacetate). The reactants are FC(C(=O)O)(F)F (trifluoroacetic acid), [OH-].[K+] (potassium hydroxide), ClC1=CC=C(C=C1)C#CCCCCCCCCCCCNC1=CC=C(C(=O)C(C(=O)OC(C)(C)C)C(=O)OCC)C=C1 (tert-butyl ethyl 4-[13-(4-chlorophenyl)tridec-12-ynylamino]benzoylmalonate). Reaction conditions: time 3 hour. RXN SMILES: FC(F)(F)C(O)=O.[OH-].[K+].[Cl:10][C:11]1[CH:16]=[CH:15][C:14]([C:17]#[C:18][CH2:19][CH2:20][CH2:21][CH2:22][CH2:23][CH2:24][CH2:25][CH2:26][CH2:27][CH2:28][CH2:29][NH:30][C:31]2[CH:51]=[CH:50][C:34]([C:35]([CH:37](C(OCC)=O)[C:38]([O:40][C:41](C)(C)[CH3:42])=[O:39])=[O:36])=[CH:33][CH:32]=2)=[CH:13][CH:12]=1>>[Cl:10][C:11]1[CH:12]=[CH:13][C:14]([C:17]#[C:18][CH2:19][CH2:20][CH2:21][CH2:22][CH2:23][CH2:24][CH2:25][CH2:26][CH2:27][CH2:28][CH2:29][NH:30][C:31]2[CH:32]=[CH:33][C:34]([C:35]([CH2:37][C:38]([O:40][CH2:41][CH3:42])=[O:39])=[O:36])=[CH:50][CH:51]=2)=[CH:15][CH:16]=1 |f:1.2|. Starting materials: C1CCOC1, CO, Cl, [Li+], [OH-], O, O, O=C(O)c1cc(-c2ccc(F)cc2F)ccc1O. The product is COc1ccc(-c2ccc(F)cc2F)cc1C(=O)O. Reaction SMILES: [CH2:22]1[O:23][CH2:24][CH2:25][CH2:26]1.[CH3:28][OH:29].[ClH:27].[Li+:2].[OH-:1].[OH2:30].[OH2:3].[OH:4][C:5](=[O:6])[c:7]1[cH:8][c:9](-[c:14]2[cH:15][cH:16][c:17]([F:18])[cH:19][c:20]2[F:21])[cH:10][cH:11][c:12]1[OH:13]>>[OH:4][C:5](=[O:6])[c:7]1[cH:8][c:9](-[c:14]2[cH:15][cH:16][c:17]([F:18])[cH:19][c:20]2[F:21])[cH:10][cH:11][c:12]1[O:13][CH3:22]. The reactants are BrC1=C(C(=O)O)C=C(C=C1)N(C)C (2-bromo-5-(dimethylamino)benzoic acid), C1=CN(C=N1)C(=O)N2C=CN=C2 (N,N-carbonyldiimidazole), O (water), C([O-])([O-])=O.[NH4+].[NH4+] (ammonium carbonate). Solvent: CN(C)C=O (DMF). Reaction conditions: time 30 minute. Yields the product BrC1=C(C(=O)N)C=C(C=C1)N(C)C (2-bromo-5-(dimethylamino)benzamide). Isolated yield 27.3%. Reaction SMILES: [Br:1][C:2]1[CH:10]=[CH:9][C:8]([N:11]([CH3:13])[CH3:12])=[CH:7][C:3]=1[C:4](O)=[O:5].C1N=C[N:16](C(N2C=NC=C2)=O)C=1.C(=O)([O-])[O-].[NH4+].[NH4+].O>CN(C=O)C>[Br:1][C:2]1[CH:10]=[CH:9][C:8]([N:11]([CH3:13])[CH3:12])=[CH:7][C:3]=1[C:4]([NH2:16])=[O:5] |f:2.3.4|. Procedure details: To a solution of give 2-bromo-5-(dimethylamino)benzoic acid (7.89 g, 32.3 mmol) in DMF (25 mL) was added N,N-carbonyldiimidazole (13.1 g, 80.8 mmol). The reaction mixture was allowed to stir at rt for 30 min and then ammonium carbonate (14.0 g, 145 mmol) was added. The reaction mixture was allowed to stir at rt overnight and then poured into water. The mixture was extracted with EtOAc. The organic solutions were combined, washed with water and brine, dried over Na2SO4, filtered and concentrated ... The solvent is CN(C)C=O (DMF), CCOC(=O)C (EtOAc). Isolated yield 87.9%. Reactants: ClC1=C(C=C(C=C1NC1=NN2C(C(=N1)N(CC1=CC=C(C=C1)OC)C1CC1)=NC=C2C#N)C#N)N2CC(NCC2)C(=O)N(C)C (4-(2-chloro-5-cyano-3-((7-cyano-4-(cyclopropyl(4-methoxybenzyl)amino)imidazo[2,1-f][1,2,4]triazin-2-yl)amino)phenyl)-N,N-dimethylpiperazine-2-carboxamide), C(=O)([O-])[O-].[Cs+].[Cs+] (Cs2CO3), BrCC(F)F (2-bromo-1,1-difluoroethane). Yields the product ClC1=C(C=C(C=C1NC1=NN2C(C(=N1)N(CC1=CC=C(C=C1)OC)C1CC1)=NC=C2C#N)C#N)N2CC(N(CC2)CC(F)F)C(=O)N(C)C (4-(2-chloro-5-cyano-3-((7-cyano-4-(cyclopropyl(4-methoxybenzyl)amino)imidazo[2,1-f][1,2,4]triazin-2-yl)amino)phenyl)-1-(2,2-difluoroethyl)-N,N-dimethylpiperazine-2-carboxamide). Conditions: temperature 80 celsius. Reaction SMILES: [Cl:1][C:2]1[C:7]([NH:8][C:9]2[N:14]=[C:13]([N:15]([CH:25]3[CH2:27][CH2:26]3)[CH2:16][C:17]3[CH:22]=[CH:21][C:20]([O:23][CH3:24])=[CH:19][CH:18]=3)[C:12]3=[N:28][CH:29]=[C:30]([C:31]#[N:32])[N:11]3[N:10]=2)=[CH:6][C:5]([C:33]#[N:34])=[CH:4][C:3]=1[N:35]1[CH2:40][CH2:39][NH:38][CH:37]([C:41]([N:43]([CH3:45])[CH3:44])=[O:42])[CH2:36]1.C([O-])([O-])=O.[Cs+].[Cs+].Br[CH2:53][CH:54]([F:56])[F:55]>CN(C=O)C.CCOC(C)=O>[Cl:1][C:2]1[C:7]([NH:8][C:9]2[N:14]=[C:13]([N:15]([CH:25]3[CH2:27][CH2:26]3)[CH2:16][C:17]3[CH:18]=[CH:19][C:20]([O:23][CH3:24])=[CH:21][CH:22]=3)[C:12]3=[N:28][CH:29]=[C:30]([C:31]#[N:32])[N:11]3[N:10]=2)=[CH:6][C:5]([C:33]#[N:34])=[CH:4][C:3]=1[N:35]1[CH2:40][CH2:39][N:38]([CH2:53][CH:54]([F:56])[F:55])[CH:37]([C:41]([N:43]([CH3:44])[CH3:45])=[O:42])[CH2:36]1 |f:1.2.3|. Procedure: 4-(2-chloro-5-cyano-3-((7-cyano-4-(cyclopropyl(4-methoxybenzyl)amino)imidazo[2,1-f][1,2,4]triazin-2-yl)amino)phenyl)-N,N-dimethylpiperazine-2-carboxamide (38 mg, 0.061 mmol, Example 563D) was taken up in DMF (0.5 mL) and Cs2CO3 (39.5 mg, 0.121 mmol) and 2-bromo-1,1-difluoroethane (5.79 μl, 0.073 mmol) were added. The reaction was heated at 80° C. for 2 h. The reaction mixture was cooled to room temperature and diluted with EtOAc. The organic layer was extracted 2× with water and once with brine,... Reactants: C(C)/C(/C=C/C(=O)OC)=C\C(C)C (methyl (E,E)-4-ethyl-6-methyl-2,4-heptadienoate), C(=O)([O-])C(O)C(O)C(=O)[O-].[Na+].[K+] (potassium sodium tartrate), [H-].[Al+3].[Li+].[H-].[H-].[H-] (lithium aluminum hydride), resultant mixture, C(C)(=O)OCC (ethyl acetate). Run in C(C)OCC (ethyl ether), C(C)OCC (ethyl ether). Reaction conditions: time 1 hour. Yields the product C(C)C(C=CCO)=CC(C)C (4-ethyl-6-methyl-2,4-heptadiene-1-ol). Yield: 81.0%. As a reaction SMILES: [H-].[Al+3].[Li+].[H-].[H-].[H-].[CH2:7](/[C:9](=[CH:16]\[CH:17]([CH3:19])[CH3:18])/[CH:10]=[CH:11]/[C:12](OC)=[O:13])[CH3:8].C(OCC)(=O)C.C(C(C(C([O-])=O)O)O)([O-])=O.[Na+].[K+]>C(OCC)C>[CH2:7]([C:9](=[CH:16][CH:17]([CH3:18])[CH3:19])[CH:10]=[CH:11][CH2:12][OH:13])[CH3:8] |f:0.1.2.3.4.5,8.9.10|. Procedure details: To a suspension of lithium aluminum hydride (5.41 g) in ethyl ether (550 ml) was added a solution of methyl (E,E)-4-ethyl-6-methyl-2,4-heptadienoate (35 g) in ethyl ether while keeping the temperature below 30° C. When addition was completed, the mixture was allowed to stir at room temperature for one hour. To this resultant mixture at 10° C. were added dropwise ethyl acetate (100 ml) and a saturated solution of potassium sodium tartrate (50 ml). The separated organic layer was washed with brine... Starting materials: BrC=1C=CC=2C3=C(C(NC2C1)=O)C=NN3COCC[Si](C)(C)C (7-bromo-1-{[2-(trimethylsilyl)ethoxy]methyl}-1,5-dihydro-4H-pyrazolo[4,3-c]quinolin-4-one), BrC=1C=CC=2C3=C(C(NC2C1)=O)CN(N3)COCC[Si](C)(C)C (7-bromo-2-{[2-(trimethylsilyl)ethoxy]methyl}-1,5-dihydro-4H-pyrazolo[4,3-c]quinolin-4-one), N1=CC=C(C=C1)C=1C=CC=2C3=C(C(NC2C1)=O)CN(N3)OCC[Si](C)(C)C (7-(pyrid-4-yl)-2-[2-(trimethylsilyl)ethoxy]-1,5-dihydro-4H-pyrazolo[4,3-c]quinolin-4-one), CC1(OB(OC1(C)C)C1=CC=NC=C1)C (4-(4,4,5,5-tetramethyl-1,3,2-dioxaborolan-2-yl)pyridine), [O-]P(=O)([O-])[O-].[K+].[K+].[K+] (K3PO4). Reagents/catalysts: C1=CC=C(C=C1)P([C-]2C=CC=C2)C3=CC=CC=C3.C1=CC=C(C=C1)P([C-]2C=CC=C2)C3=CC=CC=C3.Cl[Pd]Cl.[Fe+2] (PdCl2(dppf)). Solvent: CN(C)C=O (DMF). Run at temperature 150 celsius, time 20 minute. The product is N1=CC=C(C=C1)C=1C=CC=2C3=C(C(NC2C1)=O)C=NN3OCC[Si](C)(C)C (7-(pyrid-4-yl)-1-[2-(trimethylsilyl)ethoxy]-1,5-dihydro-4H-pyrazolo[4,3-c]quinolin-4-one), solid. Yield: 54.0%. RXN SMILES: BrC1C=CC2C3N(C[O:17][CH2:18][CH2:19][Si:20]([CH3:23])([CH3:22])[CH3:21])N=CC=3C(=O)NC=2C=1.BrC1C=CC2C3NN(COCC[Si](C)(C)C)CC=3C(=O)NC=2C=1.CC1(C)C(C)(C)OB(C2C=CN=CC=2)O1.[O-]P([O-])([O-])=O.[K+].[K+].[K+].[N:70]1[CH:75]=[CH:74][C:73]([C:76]2[CH:77]=[CH:78][C:79]3[C:80]4[NH:89][N:88](OCC[Si](C)(C)C)[CH2:87][C:81]=4[C:82](=[O:86])[NH:83][C:84]=3[CH:85]=2)=[CH:72][CH:71]=1>CN(C=O)C.C1C=CC(P(C2C=CC=CC=2)[C-]2C=CC=C2)=CC=1.C1C=CC(P(C2C=CC=CC=2)[C-]2C=CC=C2)=CC=1.Cl[Pd]Cl.[Fe+2]>[N:70]1[CH:75]=[CH:74][C:73]([C:76]2[CH:77]=[CH:78][C:79]3[C:80]4[N:89]([O:17][CH2:18][CH2:19][Si:20]([CH3:23])([CH3:22])[CH3:21])[N:88]=[CH:87][C:81]=4[C:82](=[O:86])[NH:83][C:84]=3[CH:85]=2)=[CH:72][CH:71]=1 |f:3.4.5.6,9.10.11.12|. Procedure details: To a solution of 7-bromo-1-{[2-(trimethylsilyl)ethoxy]methyl}-1,5-dihydro-4H-pyrazolo[4,3-c]quinolin-4-one and 7-bromo-2-{[2-(trimethylsilyl)ethoxy]methyl}-1,5-dihydro-4H-pyrazolo[4,3-c]quinolin-4-one [described in Step 3.1] (18.2 g, 46.2 mmol) in 150 mL of DMF placed in a microwave reactor are successively added 4-(4,4,5,5-tetramethyl-1,3,2-dioxaborolan-2-yl)pyridine (11.4 g, 55.4 mmol), aqueous 2M K3PO4 solution (47 mL, 92.4 mmol) and the catalyst PdCl2(dppf) (1.88 g, 2.31 mmol) under nitrogen... Starting materials: CC=1C=C2C=C(NC2=C(C1)[N+](=O)[O-])C=1OC[C@H](N1)CC(=O)O (2-[(R)-2-(5-methyl-7-nitro-1H-indol-2-yl)-4,5-dihydro-oxazol-4-yl]acetic acid), O1CCC(CC1)=O (tetrahydropyran-4-one), N1CCOCC1 (morpholine). Product: CC=1C=C2C=C(NC2=C(C1)NC1CCOCC1)C=1OC[C@H](N1)CCN1CCOCC1 ({5-Methyl-2-[(R)-4-(2-morpholin-4-yl-ethyl)-4,5-dihydro-oxazol-2-yl]-1H-indol-7-yl}-(tetrahydropyran-4-yl)-amine). As a reaction SMILES: [CH3:1][C:2]1[CH:3]=[C:4]2[C:8](=[C:9]([N+:11]([O-])=O)[CH:10]=1)[NH:7][C:6]([C:14]1[O:15][CH2:16][C@@H:17]([CH2:19][C:20](O)=O)[N:18]=1)=[CH:5]2.[O:23]1[CH2:28][CH2:27][C:26](=O)[CH2:25][CH2:24]1.[NH:30]1[CH2:35][CH2:34][O:33][CH2:32][CH2:31]1>>[CH3:1][C:2]1[CH:3]=[C:4]2[C:8](=[C:9]([NH:11][CH:26]3[CH2:27][CH2:28][O:23][CH2:24][CH2:25]3)[CH:10]=1)[NH:7][C:6]([C:14]1[O:15][CH2:16][C@@H:17]([CH2:19][CH2:20][N:30]3[CH2:35][CH2:34][O:33][CH2:32][CH2:31]3)[N:18]=1)=[CH:5]2. Procedure details: 2-[(R)-2-(5-methyl-7-nitro-1H-indol-2-yl)-4,5-dihydro-oxazol-4-yl]acetic acid prepared in Example 104, tetrahydropyran-4-one and morpholine were consecutively reacted according to the same procedures as Example 1, Step A of Preparation 29, and Example 156 to give the title compound.